This data is from the Open Reaction Database (ORD), a public repository of structured organic reaction records. The task is: describe an organic reaction: reactants, conditions, products, and yield Reagents/catalysts: [Pd] (palladium on charcoal). Procedure details: A solution of p-nitrobenzyl 2-benzyloxycarbonylmethylthio-6-(1-hydroxy)ethyl-carbapen-2-em-3-carboxylate (7.1 mg, 0.014 mmol) in dioxane (0.84 ml) is treated with ethanol (0.07 ml), water (0.49 ml) containing sodium bicarbonate (1.4 mg, 0.017 mmol), and 10% palladium on charcoal (7.1 mg) and the mixture is hydrogenated at 40 psi for 30 minutes. The mixture is diluted to 3 ml with water and centrifuged to remove the catalyst which is washed with more water (2×1 ml). The combined aqueous solution ... The product is C(C1=CC=CC=C1)OC(=O)CSC=1C[C@H]2N(C1C(=O)[O-])C(C2C(C)O)=O.[Na+] (Sodium 2-benzyloxycarbonylmethylthio-6-(1-hydroxy)ethyl-carbapen-2-em-3-carboxylate). The solvent is O1CCOCC1 (dioxane), O (water), O (water). As a reaction SMILES: [CH2:1]([O:8][C:9]([CH2:11][S:12][C:13]1[CH2:14][C@@H:15]2[CH:32]([CH:33]([OH:35])[CH3:34])[C:31](=[O:36])[N:16]2[C:17]=1[C:18]([O:20]CC1C=CC([N+]([O-])=O)=CC=1)=[O:19])=[O:10])[C:2]1[CH:7]=[CH:6][CH:5]=[CH:4][CH:3]=1.C(O)C.C(=O)(O)[O-].[Na+:44]>O1CCOCC1.[Pd].O>[CH2:1]([O:8][C:9]([CH2:11][S:12][C:13]1[CH2:14][C@@H:15]2[CH:32]([CH:33]([OH:35])[CH3:34])[C:31](=[O:36])[N:16]2[C:17]=1[C:18]([O-:20])=[O:19])=[O:10])[C:2]1[CH:3]=[CH:4][CH:5]=[CH:6][CH:7]=1.[Na+:44] |f:2.3,7.8|. Run at time 30 minute. The reactants are C(C1=CC=CC=C1)OC(=O)CSC=1C[C@H]2N(C1C(=O)OCC1=CC=C(C=C1)[N+](=O)[O-])C(C2C(C)O)=O (p-nitrobenzyl 2-benzyloxycarbonylmethylthio-6-(1-hydroxy)ethyl-carbapen-2-em-3-carboxylate), C(C)O (ethanol), C([O-])(O)=O.[Na+] (sodium bicarbonate). Starting materials: O (water), C(C)(C)(C)OC(=O)N1C(CN(C(C1)(C)C)CC1=C2C(=NC(=C1)Br)N(N=C2C)C2OCCCC2)(C)CC (4-[6-bromo-3-methyl-1-(tetrahydro-pyran-2-yl)-1H-pyrazolo[3,4-b]pyridin-4-ylmethyl]-2-ethyl-2,5,5-trimethyl-piperazine-1-carboxylic acid tert-butyl ester), OC1=CC=C(C=C1)B(O)O (4-hydroxyphenylboronic acid), C([O-])([O-])=O.[K+].[K+] (potassium carbonate). The solvent is C(C)(=O)OCC (ethyl acetate), COCCOC.O (DME water). Conditions: temperature 85 celsius, time 75 minute. Product: C(C)(C)(C)OC(=O)N1C(CN(C(C1)(C)C)CC1=C2C(=NC(=C1)C1=CC=C(C=C1)O)N(N=C2C)C2OCCCC2)(C)CC (2-Ethyl-4-[6-(4-hydroxy-phenyl)-3-methyl-1-(tetrahydro-pyran-2-yl)-1H-pyrazolo[3,4-b]pyridin-4-ylmethyl]-2,5,5-trimethyl-piperazine-1-carboxylic acid tert-butyl ester). Yield: 26.5%. RXN SMILES: [C:1]([O:5][C:6]([N:8]1[CH2:13][C:12]([CH3:15])([CH3:14])[N:11]([CH2:16][C:17]2[CH:22]=[C:21](Br)[N:20]=[C:19]3[N:24]([CH:28]4[CH2:33][CH2:32][CH2:31][CH2:30][O:29]4)[N:25]=[C:26]([CH3:27])[C:18]=23)[CH2:10][C:9]1([CH2:35][CH3:36])[CH3:34])=[O:7])([CH3:4])([CH3:3])[CH3:2].[OH:37][C:38]1[CH:43]=[CH:42][C:41](B(O)O)=[CH:40][CH:39]=1.C(=O)([O-])[O-].[K+].[K+].O>COCCOC.O.C(OCC)(=O)C>[C:1]([O:5][C:6]([N:8]1[CH2:13][C:12]([CH3:15])([CH3:14])[N:11]([CH2:16][C:17]2[CH:22]=[C:21]([C:41]3[CH:42]=[CH:43][C:38]([OH:37])=[CH:39][CH:40]=3)[N:20]=[C:19]3[N:24]([CH:28]4[CH2:33][CH2:32][CH2:31][CH2:30][O:29]4)[N:25]=[C:26]([CH3:27])[C:18]=23)[CH2:10][C:9]1([CH2:35][CH3:36])[CH3:34])=[O:7])([CH3:4])([CH3:3])[CH3:2] |f:2.3.4,6.7|. Procedure: To a degassed mixture of 70 mg 4-[6-bromo-3-methyl-1-(tetrahydro-pyran-2-yl)-1H-pyrazolo[3,4-b]pyridin-4-ylmethyl]-2-ethyl-2,5,5-trimethyl-piperazine-1-carboxylic acid tert-butyl ester, 21 mg 4-hydroxyphenylboronic acid and 19 mg potassium carbonate in DME/water (v/v=2/1, 0.7 mL) at r.t. and under Ar-atmosphere 2 mg palladium(0) bis(tri-tert-butylphosphine) was added and the mixture was stirred at 85° C. for 75 min in a microwave reactor. To the mixture water and ethyl acetate were added, the ph...